Dataset: the Open Reaction Database (ORD), a public repository of structured organic reaction records. Task: describe an organic reaction: reactants, conditions, products, and yield Reactants: COc1ccc(CN(Cc2ccc(OC)cc2)c2ncc(-c3nc(N4CCOCC4)nc4c3CCN4)cn2)cc1, [H-], [Na+], CN(C)C=O, Cc1ccccc1N=C=S. The product is COc1ccc(CN(Cc2ccc(OC)cc2)c2ncc(-c3nc(N4CCOCC4)nc4c3CCN4C(=S)Nc3ccccc3C)cn2)cc1. RXN SMILES: [CH3:1][O:2][c:3]1[cH:4][cH:5][c:6]([CH2:7][N:8]([c:9]2[n:10][cH:11][c:12](-[c:15]3[c:16]4[c:17]([n:18][c:19]([N:21]5[CH2:22][CH2:23][O:24][CH2:25][CH2:26]5)[n:20]3)[NH:27][CH2:28][CH2:29]4)[cH:13][n:14]2)[CH2:30][c:31]2[cH:32][cH:33][c:34]([O:37][CH3:38])[cH:35][cH:36]2)[cH:39][cH:40]1.[H-:42].[Na+:41].[O:53]=[CH:54][N:55]([CH3:56])[CH3:57].[c:43]1([CH3:52])[c:44]([N:49]=[C:50]=[S:51])[cH:45][cH:46][cH:47][cH:48]1>>[CH3:1][O:2][c:3]1[cH:4][cH:5][c:6]([CH2:7][N:8]([c:9]2[n:10][cH:11][c:12](-[c:15]3[c:16]4[c:17]([n:18][c:19]([N:21]5[CH2:22][CH2:23][O:24][CH2:25][CH2:26]5)[n:20]3)[N:27]([C:50]([NH:49][c:44]3[c:43]([CH3:52])[cH:48][cH:47][cH:46][cH:45]3)=[S:51])[CH2:28][CH2:29]4)[cH:13][n:14]2)[CH2:30][c:31]2[cH:32][cH:33][c:34]([O:37][CH3:38])[cH:35][cH:36]2)[cH:39][cH:40]1. The reactants are Cl (HCl), C(C)N(CCN)CC (N,N-diethylethylenediamine), FC1=CC=C(C=C1)[N+](=O)[O-] (4-fluoronitrobenzene). Solvent: C(Cl)Cl (CH2Cl2). Conditions: time 1 day. Yields the product Cl.C(C)N(CCNC1=CC=C(C=C1)[N+](=O)[O-])CC (N,N-Diethyl-N'-(4-nitrophenyl)-1,2-ethanediamine hydrochloride). Reaction SMILES: [CH2:1]([N:3]([CH2:7][CH3:8])[CH2:4][CH2:5][NH2:6])[CH3:2].F[C:10]1[CH:15]=[CH:14][C:13]([N+:16]([O-:18])=[O:17])=[CH:12][CH:11]=1.[ClH:19]>C(Cl)Cl>[ClH:19].[CH2:1]([N:3]([CH2:7][CH3:8])[CH2:4][CH2:5][NH:6][C:10]1[CH:15]=[CH:14][C:13]([N+:16]([O-:18])=[O:17])=[CH:12][CH:11]=1)[CH3:2] |f:4.5|. Procedure details: To 8.3 g (71 mmol) of N,N-diethylethylenediamine under nitrogen atmosphere add 6.6 g (47 mmol) of 4-fluoronitrobenzene. Stir the mixture at ambient temperature for 1 day and heat at 45° C. for 4 h. Upon completion of the reaction add 100 mL of CH2Cl2 and 100 mL 1M HCl. Separate the layers and add 50% sodium hydroxide to the aqueous layer until it is basic. Extract the aqueous layer with 2×100 mL CH2Cl2, dry the organics over anhydrous Na2SO4. Remove drying agent by filtration and remove solvent ... Starting materials: O=C([O-])O, CCOC(=O)C1=C(C(OCC)OCC)NC(C)=C(C(=O)OCCOCc2ccccc2)C1c1cccc([N+](=O)[O-])c1, CC(C)=O, Cl, [Na+]. The product is CCOC(=O)C1=C(C=O)NC(C)=C(C(=O)OCCOCc2ccccc2)C1c1cccc([N+](=O)[O-])c1. Reaction SMILES: [C:43](=[O:44])([OH:45])[O-:46].[CH3:1][C:2]1=[C:7]([C:8](=[O:9])[O:10][CH2:11][CH2:12][O:13][CH2:14][c:15]2[cH:16][cH:17][cH:18][cH:19][cH:20]2)[CH:6]([c:21]2[cH:22][c:23]([N+:27](=[O:28])[O-:29])[cH:24][cH:25][cH:26]2)[C:5]([C:30](=[O:31])[O:32][CH2:33][CH3:34])=[C:4]([CH:35]([O:36][CH2:40][CH3:41])[O:37][CH2:38][CH3:39])[NH:3]1.[CH3:48][C:49](=[O:50])[CH3:51].[ClH:42].[Na+:47]>>[CH3:1][C:2]1=[C:7]([C:8](=[O:9])[O:10][CH2:11][CH2:12][O:13][CH2:14][c:15]2[cH:16][cH:17][cH:18][cH:19][cH:20]2)[CH:6]([c:21]2[cH:22][c:23]([N+:27](=[O:28])[O-:29])[cH:24][cH:25][cH:26]2)[C:5]([C:30](=[O:31])[O:32][CH2:33][CH3:34])=[C:4]([CH:35]=[O:36])[NH:3]1.